Dataset: the Open Reaction Database (ORD), a public repository of structured organic reaction records. Task: describe an organic reaction: reactants, conditions, products, and yield The reactants are O=C([O-])[O-], BrCc1ccccc1, CN(C)C=O, [K+], [K+], O, Oc1cccc2c1CCCC2. Yields the product c1ccc(COc2cccc3c2CCCC3)cc1. Reaction SMILES: [C:20](=[O:21])([O-:22])[O-:23].[CH2:12]([c:13]1[cH:14][cH:15][cH:16][cH:17][cH:18]1)[Br:19].[CH3:26][N:27]([CH3:28])[CH:29]=[O:30].[K+:24].[K+:25].[OH2:31].[OH:1][c:2]1[cH:3][cH:4][cH:5][c:6]2[c:11]1[CH2:10][CH2:9][CH2:8][CH2:7]2>>[O:1]([c:2]1[cH:3][cH:4][cH:5][c:6]2[c:11]1[CH2:10][CH2:9][CH2:8][CH2:7]2)[CH2:12][c:13]1[cH:14][cH:15][cH:16][cH:17][cH:18]1. Starting materials: C1COCCO1, Cl, CC(c1cccc2ccccc12)N(CC1CN(C(=O)c2ccc(S(N)(=O)=O)cc2)CC1c1ccccc1)C(=O)OC(C)(C)C, C1COCCO1. Yields the product CC(NCC1CN(C(=O)c2ccc(S(N)(=O)=O)cc2)CC1c1ccccc1)c1cccc2ccccc12. RXN SMILES: [CH2:52]1[O:53][CH2:54][CH2:55][O:56][CH2:57]1.[ClH:51].[NH2:1][S:2](=[O:3])(=[O:4])[c:5]1[cH:6][cH:7][c:8]([C:9](=[O:10])[N:11]2[CH2:12][CH:13]([CH2:22][N:23]([C:24](=[O:25])[O:26][C:27]([CH3:28])([CH3:29])[CH3:30])[CH:31]([CH3:32])[c:33]3[cH:34][cH:35][cH:36][c:37]4[cH:38][cH:39][cH:40][cH:41][c:42]34)[CH:14]([c:16]3[cH:17][cH:18][cH:19][cH:20][cH:21]3)[CH2:15]2)[cH:43][cH:44]1.[O:45]1[CH2:46][CH2:47][O:48][CH2:49][CH2:50]1>>[NH2:1][S:2](=[O:3])(=[O:4])[c:5]1[cH:6][cH:7][c:8]([C:9](=[O:10])[N:11]2[CH2:12][CH:13]([CH2:22][NH:23][CH:31]([CH3:32])[c:33]3[cH:34][cH:35][cH:36][c:37]4[cH:38][cH:39][cH:40][cH:41][c:42]34)[CH:14]([c:16]3[cH:17][cH:18][cH:19][cH:20][cH:21]3)[CH2:15]2)[cH:43][cH:44]1.